From a dataset of the Open Reaction Database (ORD), a public repository of structured organic reaction records. describe an organic reaction: reactants, conditions, products, and yield Reactants: ClC1=CC(=C2C(=NN(C2=C1)CCN(C)C)C=1N=C2C(=NC1)N(C=C2C=O)COCC[Si](C)(C)C)F (2-[6-Chloro-1-(2-dimethylamino-ethyl)-4-fluoro-1H-indazol-3-yl]-5-(2-trimethylsilanylethoxymethyl)-5H-pyrrolo[2,3-b]pyrazine-7-carbaldehyde), Cl(=O)[O-].[Na+] (sodium chlorite), OP(=O)(O)[O-].[K+] (potassium phosphate monobasic), S(N)(O)(=O)=O (sulfamic acid). Run in O (water), C(C)(=O)OCC (ethyl acetate), C1CCOC1 (THF), O (water), O (water). Product: ClC1=CC(=C2C(=NN(C2=C1)CCN(C)C)C=1N=C2C(=NC1)N(C=C2C(=O)O)COCC[Si](C)(C)C)F (2-[6-chloro-1-(2-dimethylamino-ethyl)-4-fluoro-1H-indazol-3-yl]-5-(2-trimethylsilanyl-ethoxymethyl)-5H-pyrrolo[2,3-b]pyrazine-7-carboxylic acid). Isolated yield 110.5%. As a reaction SMILES: [Cl:1][C:2]1[CH:10]=[C:9]2[C:5]([C:6]([C:16]3[N:17]=[C:18]4[C:24]([CH:25]=[O:26])=[CH:23][N:22]([CH2:27][O:28][CH2:29][CH2:30][Si:31]([CH3:34])([CH3:33])[CH3:32])[C:19]4=[N:20][CH:21]=3)=[N:7][N:8]2[CH2:11][CH2:12][N:13]([CH3:15])[CH3:14])=[C:4]([F:35])[CH:3]=1.S(=O)(=O)([OH:38])N.Cl([O-])=O.[Na+].OP([O-])(O)=O.[K+]>C1COCC1.O.C(OCC)(=O)C>[Cl:1][C:2]1[CH:10]=[C:9]2[C:5]([C:6]([C:16]3[N:17]=[C:18]4[C:24]([C:25]([OH:38])=[O:26])=[CH:23][N:22]([CH2:27][O:28][CH2:29][CH2:30][Si:31]([CH3:33])([CH3:32])[CH3:34])[C:19]4=[N:20][CH:21]=3)=[N:7][N:8]2[CH2:11][CH2:12][N:13]([CH3:15])[CH3:14])=[C:4]([F:35])[CH:3]=1 |f:2.3,4.5|. Procedure: 2-[6-Chloro-1-(2-dimethylamino-ethyl)-4-fluoro-1H-indazol-3-yl]-5-(2-trimethylsilanylethoxymethyl)-5H-pyrrolo[2,3-b]pyrazine-7-carbaldehyde (46 mg, 0.09 mmol) was dissolved in THF (1.3 ml) and water (0.4 ml) and sulfamic acid (83 mg, 0.85 mmol) was added. A solution of sodium chlorite (17 mg, 0.185 mmol) and potassium phosphate monobasic (232 mg, 1.7 mmol) in water (1.4 ml) was slowly added. After 1 h the reaction mixture was poured into ethyl acetate and water. The pH was adjusted to 6, the lay...